From a dataset of the Open Reaction Database (ORD), a public repository of structured organic reaction records. describe an organic reaction: reactants, conditions, products, and yield The reactants are Cc1ccc(S(=O)(=O)OC2CCC3(C)C4CCC5(C)C(=O)CCC5C4CC(O)C3(O)C2)cc1, Cc1cc(C)nc(C)c1. Product: CC12CCC3C(CC(O)C4(O)CC=CCC34C)C1CCC2=O. As a reaction SMILES: [S:1]([O:2][CH:12]1[CH2:13][C:14]2([OH:33])[CH:15]([OH:32])[CH2:16][CH:17]3[CH:18]4[CH2:19][CH2:20][C:21](=[O:31])[C:22]4([CH3:23])[CH2:24][CH2:25][CH:26]3[C:27]2([CH3:30])[CH2:28][CH2:29]1)([c:3]1[cH:4][cH:5][c:6]([CH3:7])[cH:8][cH:9]1)(=[O:10])=[O:11].[n:34]1[c:35]([CH3:36])[cH:37][c:38]([CH3:39])[cH:40][c:41]1[CH3:42]>>[CH:12]1=[CH:29][CH2:28][C:27]2([CH3:30])[C:14]([OH:33])([CH2:13]1)[CH:15]([OH:32])[CH2:16][CH:17]1[CH:18]3[CH2:19][CH2:20][C:21](=[O:31])[C:22]3([CH3:23])[CH2:24][CH2:25][CH:26]12. Reactants: [C@H]12CNCC[C@@H]2CN1C(=O)C1=C(C=CC=C1N1N=CC=N1)F ((1S,6R)-3,8-Diazabicyclo[4.2.0]octan-8-yl(2-fluoro-6-(2H-1,2,3-triazol-2-yl)phenyl)methanone), [C@H]12CN(CC[C@@H]2CN1)C(=O)OC(C)(C)C ((1S,6R)-tert-butyl 3,8-diazabicyclo[4.2.0]octane-3-carboxylate). Yields the product [C@@H]12CNCC[C@H]2CN1C(=O)C1=C(C=CC=C1N1N=CC=N1)F ((1R,6S)-3,8-Diazabicyclo[4.2.0]octan-8-yl(2-fluoro-6-(2H-1,2,3-triazol-2-yl)phenyl)methanone). As a reaction SMILES: [C@H:1]12[N:8]([C:9]([C:11]3[C:16]([N:17]4[N:21]=[CH:20][CH:19]=[N:18]4)=[CH:15][CH:14]=[CH:13][C:12]=3[F:22])=[O:10])[CH2:7][C@H:6]1[CH2:5][CH2:4][NH:3][CH2:2]2.[C@H]12NC[C@H]1CCN(C(OC(C)(C)C)=O)C2>>[C@@H:1]12[N:8]([C:9]([C:11]3[C:16]([N:17]4[N:18]=[CH:19][CH:20]=[N:21]4)=[CH:15][CH:14]=[CH:13][C:12]=3[F:22])=[O:10])[CH2:7][C@@H:6]1[CH2:5][CH2:4][NH:3][CH2:2]2. Procedure: The title compound was prepared in a manner analogous to Intermediate 28, substituting (1R,6S)-tert-butyl 3,8-diazabicyclo[4.2.0]octane-3-carboxylate for (1S,6R)-tert-butyl 3,8-diazabicyclo[4.2.0]octane-3-carboxylate. MS (ESI) mass calcd. C15H16FN5O, 301.32; m/z found 302.0 [M+H]+. Isolated yield 159.2%. The solvent is C1=CC=CC=C1 (benzene). Yields the product C(=O)(OC(C)(C)C)NCCBr ((N-Boc)-2-aminoethylbromide). Procedure: To an ice-cooled solution of (N-Boc)-2-aminoethanol (2.5 g, 15.5 mmol) and carbon tetrabromide (7.5 g, 22.7 mmol) in dry benzene (25 ml), was added triphenyl phosphine (4.7 g, 17.9 mmol) in small portions over 10-15 min. After 30 min. solvent was evaporated and the product immediately purified by silica gel column chromatography to get (N-Boc)-2-aminoethylbromide (5.53 g, 790%). Starting materials: C1(=CC=CC=C1)P(C1=CC=CC=C1)C1=CC=CC=C1 (triphenyl phosphine), ice, C(=O)(OC(C)(C)C)NCCO ((N-Boc)-2-aminoethanol), C(Br)(Br)(Br)Br (carbon tetrabromide). As a reaction SMILES: [C:1]([NH:8][CH2:9][CH2:10]O)([O:3][C:4]([CH3:7])([CH3:6])[CH3:5])=[O:2].C(Br)(Br)(Br)[Br:13].C1(P(C2C=CC=CC=2)C2C=CC=CC=2)C=CC=CC=1>C1C=CC=CC=1>[C:1]([NH:8][CH2:9][CH2:10][Br:13])([O:3][C:4]([CH3:7])([CH3:6])[CH3:5])=[O:2]. Reactants: EtOAc-Hexanes, C(=O)(OCC)[C@@H]1OC[C@H](O1)C(C)=O (trans-2-carboethoxy-4-acetyl-1,3-dioxolane), ClC1=CC(=CC=C1)C(=O)OO (meta-chloroperbenzoic acid), C([O-])([O-])=O.[Na+].[Na+] (sodium carbonate), resultant suspension. Run in ClCCl (dichloromethane), ClCCl (dichloromethane), O (water). Conditions: time 16 hour. Product: C(=O)(OCC)[C@@H]1OC[C@@H](O1)OC(C)=O (Cis 2-Carboethoxy-4-Acetoxy-1,3-Dioxolane). Isolated yield 11.0%. As a reaction SMILES: [C:1]([C@H:6]1[O:10][C@H:9](C(=O)C)[CH2:8][O:7]1)([O:3][CH2:4][CH3:5])=[O:2].ClC1C=CC=[C:17]([C:21]([O:23]O)=[O:22])C=1.C(=O)([O-])[O-].[Na+].[Na+]>ClCCl.O>[C:1]([C@H:6]1[O:10][C@@H:9]([O:23][C:21](=[O:22])[CH3:17])[CH2:8][O:7]1)([O:3][CH2:4][CH3:5])=[O:2] |f:2.3.4|. Procedure: A 2.5:1 mixture of cis and trans-2-carboethoxy-4-acetyl-1,3-dioxolane (406 mg, 2.16 mmol), 85% meta-chloroperbenzoic acid (mCPBA) (68 mg, 3.81 mmol) and sodium carbonate (389 mg, 3.67 mmol) in dry dichloromethane (10 mL) was stirred under argon for 16 hours at room temperature. The resultant suspension was diluted with dichloromethane and water and stirred for 10 minutes. The aqueous phase was removed and the organic phase was washed successively with saturated sodium thiosulfate, water, brine a... Reactants: BrC=1C=C2N(N=CC(=C2Cl)C(=O)N)C1 (6-bromo-4-chloropyrrolo[1,2-b]pyridazine-3-carboxamide), BrC=1C=C2N(N=CC(=C2Cl)C(=O)N)C1 (6-bromo-4-chloropyrrolo[1,2-b]pyridazine-3-carboxamide), NC1C(C2C(CN(C2)C(=O)OC(C)(C)C)C1)C (tert-butyl 5-amino-4-methylhexahydrocyclopenta[c]pyrrole-2(1H)-carboxylate), NC1C(C2C(CN(C2)C(=O)OC(C)(C)C)C1)C (tert-butyl 5-amino-4-methylhexahydrocyclopenta[c]pyrrole-2(1H)-carboxylate), C(C)(C)N(C(C)C)CC (N,N-diisopropylethylamine). Solvent: CN1C(CCC1)=O (N-methylpyrrolidinone), C(C)(=O)OCC (ethyl acetate). Run at temperature 95 celsius. Product: BrC=1C=C2N(N=CC(=C2N[C@H]2[C@@H]([C@@H]3[C@@H](CN(C3)C(=O)OC(C)(C)C)C2)C)C(N)=O)C1 ((3aS,4R,5R,6aS)-tert-butyl 5-((6-bromo-3-carbamoylpyrrolo[1,2-b]pyridazin-4-yl)amino)-4-methylhexahydrocyclopenta[c]pyrrole-2(1H)-carboxylate), mixture. RXN SMILES: [Br:1][C:2]1[CH:3]=[C:4]2[C:9](Cl)=[C:8]([C:11]([NH2:13])=[O:12])[CH:7]=[N:6][N:5]2[CH:14]=1.[NH2:15][CH:16]1[CH2:30][CH:19]2[CH2:20][N:21]([C:23]([O:25][C:26]([CH3:29])([CH3:28])[CH3:27])=[O:24])[CH2:22][CH:18]2[CH:17]1[CH3:31].C(N(CC)C(C)C)(C)C>CN1CCCC1=O.C(OCC)(=O)C>[Br:1][C:2]1[CH:3]=[C:4]2[C:9]([NH:15][C@@H:16]3[CH2:30][C@@H:19]4[CH2:20][N:21]([C:23]([O:25][C:26]([CH3:28])([CH3:27])[CH3:29])=[O:24])[CH2:22][C@@H:18]4[C@H:17]3[CH3:31])=[C:8]([C:11](=[O:12])[NH2:13])[CH:7]=[N:6][N:5]2[CH:14]=1. Reported procedure: A mixture of 6-bromo-4-chloropyrrolo[1,2-b]pyridazine-3-carboxamide (Intermediate 2, 5.05 g, 18.40 mmol), crude tert-butyl 5-amino-4-methylhexahydrocyclopenta[c]pyrrole-2(1H)-carboxylate (Intermediate 7, 7.07 g) and N,N-diisopropylethylamine (12.85 mL, 73.6 mmol) in N-methylpyrrolidinone (80 mL) was heated to 95° C. for 5 h. The mixture was diluted with ethyl acetate (600 mL), washed with water, brine, dried (MgSO4) and concentrated. Silica gel chromatography, eluting with 0-60% ethyl acetate in...